From a dataset of the Open Reaction Database (ORD), a public repository of structured organic reaction records. describe an organic reaction: reactants, conditions, products, and yield RXN SMILES: [Br:1][C:2]1[CH:11]=[C:6]([C:7]([O:9][CH3:10])=[O:8])[C:5]([OH:12])=[CH:4][CH:3]=1.Br[CH:14]([C:16]1[CH:21]=[CH:20][CH:19]=[CH:18][CH:17]=1)[CH3:15].C([O-])([O-])=O.[K+].[K+]>CC(C)=O>[Br:1][C:2]1[CH:3]=[CH:4][C:5]([O:12][CH:14]([C:16]2[CH:21]=[CH:20][CH:19]=[CH:18][CH:17]=2)[CH3:15])=[C:6]([CH:11]=1)[C:7]([O:9][CH3:10])=[O:8] |f:2.3.4|. The solvent is CC(=O)C (acetone). Starting materials: BrC1=CC=C(C(C(=O)OC)=C1)O (methyl 5-bromosalicylate), BrC(C)C1=CC=CC=C1 ((1-bromoethyl)benzene), C(=O)([O-])[O-].[K+].[K+] (K2CO3). Procedure: A solution of methyl 5-bromosalicylate (12.70 g, 55 mmol), (1-bromoethyl)benzene (7.05 mL, 50 mmol), and K2CO3 (20.73 g, 150 mmol) in acetone (250 mL) is refluxed 18 hours. The mixture is then filtered and the filtrate is concentrated in vacuo. The residue is dissolved in EtOAc (250 mL) and then washed with 1 N NaOH (2×150 mL) and brine (1×100 mL), and dried over MgSO4. Concentration in vacuo yields methyl 5-bromo-2-(1-phenylethoxy)-benzoate. Yields the product BrC=1C=CC(=C(C(=O)OC)C1)OC(C)C1=CC=CC=C1 (methyl 5-bromo-2-(1-phenylethoxy)-benzoate). Reactants: C(C)(=O)O (acetic acid), [Na] (sodium), OC(C(=O)OC)C(=C)C1=CC=C(C=C1)C1=CC=C(C=C1)F (methyl 2-hydroxy-3-(4'-fluoro-4-biphenylyl)-3-butenoate). Solvent: CO (methanol), CO (methanol). The product is CC(C(C(=O)OC)=O)C1=CC=C(C=C1)C1=CC=C(C=C1)F (methyl 3-methyl-3-(4'-fluoro-4-biphenylyl)-pyruvate). Isolated yield 75.4%. As a reaction SMILES: [Na].[OH:2][CH:3]([C:8]([C:10]1[CH:15]=[CH:14][C:13]([C:16]2[CH:21]=[CH:20][C:19]([F:22])=[CH:18][CH:17]=2)=[CH:12][CH:11]=1)=[CH2:9])[C:4]([O:6][CH3:7])=[O:5].C(O)(=O)C>CO>[CH3:9][CH:8]([C:10]1[CH:15]=[CH:14][C:13]([C:16]2[CH:17]=[CH:18][C:19]([F:22])=[CH:20][CH:21]=2)=[CH:12][CH:11]=1)[C:3](=[O:2])[C:4]([O:6][CH3:7])=[O:5] |^1:0|. Reported procedure: To a solution of 0.55 g of metallic sodium in 50 ml of anhydrous methanol was added a solution of 6.1 g of methyl 2-hydroxy-3-(4'-fluoro-4-biphenylyl)-3-butenoate in 20 ml of anhydrous methanol. The resulting mixture was refluxed for 20 minutes and then cooled, and the reaction liquid was charged with 5 ml of glacial acetic acid. The mixture was distilled at a low temperature and under reduced pressure to remove the methanol therefrom. To the residue were added ethyl acetate and water, thereby e... The reactants are solid, BrC1=CC(=CC=2C=C3N(C12)CCCNC3=O)C#N (7-bromo-1-oxo-2,3,4,5-tetrahydro-[1,4]diazepino[1,2-a]indole-9-carbonitrile), BrC1=CC(=CC=2C=C3N(C12)CCCNC3=O)C#N (7-bromo-1-oxo-2,3,4,5-tetrahydro-[1,4]diazepino[1,2-a]indole-9-carbonitrile), N1=CN=CC(=C1)B(O)O (pyrimidin-5-ylboronic acid). Yields the product O=C1NCCCN2C1=CC=1C=C(C=C(C21)C=2C=NC=NC2)C#N (1-Oxo-7-pyrimidin-5-yl-2,3,4,5-tetrahydro-[1,4]diazepino[1,2-a]indole-9-carbonitrile). RXN SMILES: Br[C:2]1[C:10]2[N:9]3[CH2:11][CH2:12][CH2:13][NH:14][C:15](=[O:16])[C:8]3=[CH:7][C:6]=2[CH:5]=[C:4]([C:17]#[N:18])[CH:3]=1.[N:19]1[CH:24]=[C:23](B(O)O)[CH:22]=[N:21][CH:20]=1>>[O:16]=[C:15]1[C:8]2=[CH:7][C:6]3[CH:5]=[C:4]([C:17]#[N:18])[CH:3]=[C:2]([C:23]4[CH:24]=[N:19][CH:20]=[N:21][CH:22]=4)[C:10]=3[N:9]2[CH2:11][CH2:12][CH2:13][NH:14]1. Reported procedure: The title compound, off-white solid (13 mg, 17%), MS (ISP) m/z=304.5 [(M+H)+], mp 277° C., was prepared in accordance with the general method of example 1 from 7-bromo-1-oxo-2,3,4,5-tetrahydro-[1,4]diazepino[1,2-a]indole-9-carbonitrile (intermediate 20) (76.0 mg, 0.25 mmol) and commercially available pyrimidin-5-ylboronic acid (40.3 mg, 0.325 mmol). Starting materials: CCCCCO, Cc1cccc2cc(CN)c(-c3ccccc3Cl)nc12, Nc1ncc(Cl)c(Cl)n1. Product: Cc1cccc2cc(CNc3nc(N)ncc3Cl)c(-c3ccccc3Cl)nc12. As a reaction SMILES: [CH2:30]([OH:31])[CH2:32][CH2:33][CH2:34][CH3:35].[Cl:1][c:2]1[c:3](-[c:8]2[n:9][c:10]3[c:11]([CH3:20])[cH:12][cH:13][cH:14][c:15]3[cH:16][c:17]2[CH2:18][NH2:19])[cH:4][cH:5][cH:6][cH:7]1.[Cl:21][c:22]1[n:23][c:24]([NH2:29])[n:25][cH:26][c:27]1[Cl:28]>>[Cl:1][c:2]1[c:3](-[c:8]2[n:9][c:10]3[c:11]([CH3:20])[cH:12][cH:13][cH:14][c:15]3[cH:16][c:17]2[CH2:18][NH:19][c:22]2[n:23][c:24]([NH2:29])[n:25][cH:26][c:27]2[Cl:28])[cH:4][cH:5][cH:6][cH:7]1. The reactants are C(CC(=O)C)(=O)OCC (Ethyl acetoacetate), [H-].[Na+] (sodium hydride), oil, C1(=CC=CC=C1)C (toluene). Conditions: time 20 minute. The product is C(C)(=O)C1(C(C1)C(C)=C)C(=O)OCC (1-Acetyl-2-(2-propen-2-yl)cyclopropanecarboxylic Acid, Ethyl Ester). Reaction SMILES: [C:1]([O:7][CH2:8][CH3:9])(=[O:6])[CH2:2][C:3]([CH3:5])=[O:4].[H-].[Na+].[C:12]1([CH3:18])[CH:17]=CC=[CH:14][CH:13]=1>>[C:3]([C:2]1([C:1]([O:7][CH2:8][CH3:9])=[O:6])[CH2:14][CH:13]1[C:12](=[CH2:17])[CH3:18])(=[O:4])[CH3:5] |f:1.2|. Reported procedure: Ethyl acetoacetate (125.8 g) in 400 ml of toluene was added dropwise to a suspension of sodium hydride (68.3 g of a 60% oil dispersion washed with pentane) in 1 L of toluene under an N2 blanket at -6° C. to 2° C. After 20 minutes, 1,4-dibromo-2-methyl-2-butene (220.6 g) in 300 ml of toluene was added dropwise at -2° C. to 0° C. The reaction mixture was allowed to warm to ambient temperature and after 22 hours, was diluted with water and extracted with ethyl acetate (thrice). The combined organic... Reactants: B, O=Cc1ccccc1O, NC(CO)C(=O)O, [Na+], [Na], [OH-]. Yields the product O=C(O)C(CO)NCc1ccccc1O. RXN SMILES: [BH3:17].[CH:8](=[O:9])[c:10]1[cH:11][cH:12][cH:13][cH:14][c:15]1[OH:16].[NH2:1][CH:2]([CH2:3][OH:4])[C:5]([OH:6])=[O:7].[Na+:20].[Na:18].[OH-:19]>>[NH:1]([CH:2]([CH2:3][OH:4])[C:5]([OH:6])=[O:7])[CH2:8][c:10]1[cH:11][cH:12][cH:13][cH:14][c:15]1[OH:16]. Starting materials: C=CCC(NC(=O)OCc1ccccc1)C(=O)N(CC(=C)Br)Cc1ccc(OC)cc1OC, CN(C)C=O, OB(O)c1cccc(F)c1F, [Na+], [Na+], O=C([O-])[O-]. Product: C=CCC(NC(=O)OCc1ccccc1)C(=O)N(CC(=C)c1cccc(F)c1F)Cc1ccc(OC)cc1OC. RXN SMILES: [Br:1][C:2]([CH2:3][N:4]([C:5](=[O:6])[CH:7]([CH2:8][CH:9]=[CH2:10])[NH:11][C:12]([O:13][CH2:14][c:15]1[cH:16][cH:17][cH:18][cH:19][cH:20]1)=[O:21])[CH2:22][c:23]1[c:24]([O:31][CH3:32])[cH:25][c:26]([O:29][CH3:30])[cH:27][cH:28]1)=[CH2:33].[CH3:51][N:52]([CH3:53])[CH:54]=[O:55].[F:34][c:35]1[c:36]([B:42]([OH:43])[OH:44])[cH:37][cH:38][cH:39][c:40]1[F:41].[Na+:45].[Na+:46].[O-:47][C:48](=[O:49])[O-:50]>>[C:2]([CH2:3][N:4]([C:5](=[O:6])[CH:7]([CH2:8][CH:9]=[CH2:10])[NH:11][C:12]([O:13][CH2:14][c:15]1[cH:16][cH:17][cH:18][cH:19][cH:20]1)=[O:21])[CH2:22][c:23]1[c:24]([O:31][CH3:32])[cH:25][c:26]([O:29][CH3:30])[cH:27][cH:28]1)(=[CH2:33])[c:36]1[c:35]([F:34])[c:40]([F:41])[cH:39][cH:38][cH:37]1. Starting materials: O=C([O-])O, ClP(Cl)(Cl)(Cl)Cl, ClCCl, O=P(Cl)(Cl)Cl, O=S(=O)(O)c1cccnc1. Yields the product O=S(=O)(Cl)c1cccnc1. Reaction SMILES: [C:22](=[O:23])([OH:24])[O-:25].[Cl:11][P:12]([Cl:13])([Cl:14])([Cl:15])[Cl:16].[Cl:26][CH2:27][Cl:28].[P:17]([Cl:18])([Cl:19])([Cl:20])=[O:21].[n:1]1[cH:2][c:3]([S:7](=[O:8])(=[O:9])[OH:10])[cH:4][cH:5][cH:6]1>>[n:1]1[cH:2][c:3]([S:7](=[O:8])(=[O:10])[Cl:11])[cH:4][cH:5][cH:6]1. As a reaction SMILES: [CH2:1]([O:3][C:4]([C:6]1([C:9]2[CH:14]=[CH:13][C:12]([C:15]3[CH:20]=[CH:19][C:18]([C:21]4[O:25][N:24]=[C:23]([CH3:26])[C:22]=4[NH2:27])=[CH:17][CH:16]=3)=[CH:11][CH:10]=2)[CH2:8][CH2:7]1)=[O:5])[CH3:2].Br[C:29]1[CH:34]=[CH:33][CH:32]=[C:31]([CH2:35][C:36]2[CH:41]=[CH:40][C:39]([F:42])=[CH:38][CH:37]=2)[N:30]=1>>[CH2:1]([O:3][C:4]([C:6]1([C:9]2[CH:10]=[CH:11][C:12]([C:15]3[CH:20]=[CH:19][C:18]([C:21]4[O:25][N:24]=[C:23]([CH3:26])[C:22]=4[NH:27][C:29]4[CH:34]=[CH:33][CH:32]=[C:31]([CH2:35][C:36]5[CH:37]=[CH:38][C:39]([F:42])=[CH:40][CH:41]=5)[N:30]=4)=[CH:17][CH:16]=3)=[CH:13][CH:14]=2)[CH2:8][CH2:7]1)=[O:5])[CH3:2]. Reactants: C(C)OC(=O)C1(CC1)C1=CC=C(C=C1)C1=CC=C(C=C1)C1=C(C(=NO1)C)N (1-[4′-(4-amino-3-methyl-isoxazol-5-yl)-biphenyl-4-yl]-cyclopropanecarboxylic acid ethyl ester), BrC1=NC(=CC=C1)CC1=CC=C(C=C1)F (2-bromo-6-(4-fluoro-benzyl)-pyridine). Procedure: Prepared according to the procedure described in Example 68, Step 2, using 1-[4′-(4-amino-3-methyl-isoxazol-5-yl)-biphenyl-4-yl]-cyclopropanecarboxylic acid ethyl ester and 2-bromo-6-(4-fluoro-benzyl)-pyridine. The product is C(C)OC(=O)C1(CC1)C1=CC=C(C=C1)C1=CC=C(C=C1)C1=C(C(=NO1)C)NC1=NC(=CC=C1)CC1=CC=C(C=C1)F (1-(4′-{4-[6-(4-Fluoro-benzyl)-pyridin-2-ylamino]-3-methyl-isoxazol-5-yl}-biphenyl-4-yl)-cyclopropanecarboxylic acid ethyl ester). Starting materials: COC(=O)c1ccc(C=CC(=O)OC(C)(C)C)c(C)c1, CO. RXN SMILES: [CH3:1][O:2][C:3]([c:4]1[cH:5][c:6]([CH3:19])[c:7]([CH:10]=[CH:11][C:12](=[O:13])[O:14][C:15]([CH3:16])([CH3:17])[CH3:18])[cH:8][cH:9]1)=[O:20].[CH3:21][OH:22]>>[CH3:1][O:2][C:3]([c:4]1[cH:5][c:6]([CH3:19])[c:7]([CH2:10][CH2:11][C:12](=[O:13])[O:14][C:15]([CH3:16])([CH3:17])[CH3:18])[cH:8][cH:9]1)=[O:20]. Yields the product COC(=O)c1ccc(CCC(=O)OC(C)(C)C)c(C)c1.